From a dataset of the Open Reaction Database (ORD), a public repository of structured organic reaction records. describe an organic reaction: reactants, conditions, products, and yield Reactants: COc1cccc(NC(=O)OC(C)(C)C)c1C, C1CCOC1, C1CCCCC1, CCCC(=O)N(C)OC, [Li]C(C)CC. Yields the product CCCC(=O)Cc1c(NC(=O)OC(C)(C)C)cccc1OC. Reaction SMILES: [C:6]([CH3:7])([CH3:8])([CH3:9])[O:10][C:11](=[O:12])[NH:13][c:14]1[c:15]([CH3:22])[c:16]([O:20][CH3:21])[cH:17][cH:18][cH:19]1.[CH2:23]1[CH2:24][CH2:25][CH2:26][O:27]1.[CH2:37]1[CH2:38][CH2:39][CH2:40][CH2:41][CH2:42]1.[CH3:28][O:29][N:30]([CH3:31])[C:32](=[O:33])[CH2:34][CH2:35][CH3:36].[CH:1]([Li:2])([CH2:3][CH3:4])[CH3:5]>>[C:6]([CH3:7])([CH3:8])([CH3:9])[O:10][C:11](=[O:12])[NH:13][c:14]1[c:15]([CH2:22][C:26]([CH2:25][CH2:24][CH3:23])=[O:27])[c:16]([O:20][CH3:21])[cH:17][cH:18][cH:19]1. Starting materials: OC1CCN(Cc2ccccc2)CC1, CN(C)C=O, Fc1ccc(Cl)cc1, [H-], [H][H], [Na+]. The product is Clc1ccc(OC2CCN(Cc3ccccc3)CC2)cc1. As a reaction SMILES: [CH2:1]([c:2]1[cH:3][cH:4][cH:5][cH:6][cH:7]1)[N:8]1[CH2:9][CH2:10][CH:11]([OH:14])[CH2:12][CH2:13]1.[CH3:27][N:28]([CH3:29])[CH:30]=[O:31].[Cl:19][c:20]1[cH:21][cH:22][c:23]([F:26])[cH:24][cH:25]1.[H-:15].[H:17][H:18].[Na+:16]>>[CH2:1]([c:2]1[cH:3][cH:4][cH:5][cH:6][cH:7]1)[N:8]1[CH2:9][CH2:10][CH:11]([O:14][c:23]2[cH:22][cH:21][c:20]([Cl:19])[cH:25][cH:24]2)[CH2:12][CH2:13]1. Reactants: COc1ccc(CN2CC(c3ccccc3)=CCC(NC(=O)OCc3ccccc3)C2=O)c(OC)c1, CSCCC(N)C(=O)O, ClCCl, O=C(O)C(F)(F)F. Product: O=C(NC1CC=C(c2ccccc2)CNC1=O)OCc1ccccc1. RXN SMILES: [CH3:10][O:11][c:12]1[cH:13][c:14]([O:40][CH3:41])[cH:42][cH:43][c:44]1[CH2:45][N:15]1[C:16](=[O:39])[CH:17]([NH:28][C:29]([O:30][CH2:31][c:32]2[cH:33][cH:34][cH:35][cH:36][cH:37]2)=[O:38])[CH2:18][CH:19]=[C:20]([c:22]2[cH:23][cH:24][cH:25][cH:26][cH:27]2)[CH2:21]1.[CH3:1][S:2][CH2:3][CH2:4][CH:5]([C:6](=[O:7])[OH:8])[NH2:9].[Cl:53][CH2:54][Cl:55].[OH:46][C:47]([C:48]([F:49])([F:50])[F:51])=[O:52]>>[NH:15]1[C:16](=[O:39])[CH:17]([NH:28][C:29]([O:30][CH2:31][c:32]2[cH:33][cH:34][cH:35][cH:36][cH:37]2)=[O:38])[CH2:18][CH:19]=[C:20]([c:22]2[cH:23][cH:24][cH:25][cH:26][cH:27]2)[CH2:21]1. The reactants are CSc1ncc2cc(-c3cc(NC(=O)Nc4cnn(C(C)(C)C)c4)c(F)cc3F)c(=O)n(C)c2n1, C1CCOC1, CN. The product is CNc1ncc2cc(-c3cc(NC(=O)Nc4cnn(C(C)(C)C)c4)c(F)cc3F)c(=O)n(C)c2n1. As a reaction SMILES: [C:1]([CH3:2])([CH3:3])([CH3:4])[n:5]1[n:6][cH:7][c:8]([NH:10][C:11](=[O:12])[NH:13][c:14]2[c:15]([F:35])[cH:16][c:17]([F:34])[c:18](-[c:20]3[cH:21][c:22]4[c:23]([n:24][c:25]([S:28][CH3:29])[n:26][cH:27]4)[n:30]([CH3:33])[c:31]3=[O:32])[cH:19]2)[cH:9]1.[CH2:38]1[O:39][CH2:40][CH2:41][CH2:42]1.[CH3:36][NH2:37]>>[C:1]([CH3:2])([CH3:3])([CH3:4])[n:5]1[n:6][cH:7][c:8]([NH:10][C:11](=[O:12])[NH:13][c:14]2[c:15]([F:35])[cH:16][c:17]([F:34])[c:18](-[c:20]3[cH:21][c:22]4[c:23]([n:24][c:25]([NH:37][CH3:36])[n:26][cH:27]4)[n:30]([CH3:33])[c:31]3=[O:32])[cH:19]2)[cH:9]1. Reactants: O1C(COC2=C1C=CC=C2)CC(=O)O (1,4-benzodioxan-2-yl-acetic acid), C(=O)(N1C=NC=C1)N1C=NC=C1 (1,1'-carbonyldiimidazole), C(C)OC1(CCNCC1)C1=CC=CC=C1 (4-ethoxy-4-phenylpiperidine). Solvent: O1CCCC1 (tetrahydrofuran), O1CCCC1 (tetrahydrofuran). Yields the product O1C(COC2=C1C=CC=C2)CC(=O)N2CCC(CC2)(C2=CC=CC=C2)OCC (1-(1,4-benzodioxan-2-yl-acetyl)-4-ethoxy-4-phenylpiperidine). As a reaction SMILES: [O:1]1[C:6]2[CH:7]=[CH:8][CH:9]=[CH:10][C:5]=2[O:4][CH2:3][CH:2]1[CH2:11][C:12]([OH:14])=O.C(N1C=CN=C1)(N1C=CN=C1)=O.[CH2:27]([O:29][C:30]1([C:36]2[CH:41]=[CH:40][CH:39]=[CH:38][CH:37]=2)[CH2:35][CH2:34][NH:33][CH2:32][CH2:31]1)[CH3:28]>O1CCCC1>[O:1]1[C:6]2[CH:7]=[CH:8][CH:9]=[CH:10][C:5]=2[O:4][CH2:3][CH:2]1[CH2:11][C:12]([N:33]1[CH2:34][CH2:35][C:30]([O:29][CH2:27][CH3:28])([C:36]2[CH:37]=[CH:38][CH:39]=[CH:40][CH:41]=2)[CH2:31][CH2:32]1)=[O:14]. Reported procedure: The starting material is prepared as follows: To the solution of 3.3 g of 1,4-benzodioxan-2-yl-acetic acid in 30 ml of tetrahydrofuran, 3.1 g of 1,1'-carbonyldiimidazole are added while stirring followed, after 30 minutes, by 3.5 g of 4-ethoxy-4-phenylpiperidine in 30 ml of tetrahydrofuran. The mixture is stirred for 18 hours at room temperature, evaporated and the residue taken up in ethyl acetate. The solution is washed with water, N hydrochloric acid and saturated aqueous sodium chloride, dri... Starting materials: CN1CN(c2ccccc2)C2(CCCN(C(=O)OC(C)(C)C)C2)C1=O, ClCCl, O=C(O)C(F)(F)F. Product: CN1CN(c2ccccc2)C2(CCCNC2)C1=O. RXN SMILES: [C:1]([O:2][C:3](=[O:4])[N:8]1[CH2:9][C:10]2([C:11](=[O:22])[N:12]([CH3:21])[CH2:13][N:14]2[c:15]2[cH:16][cH:17][cH:18][cH:19][cH:20]2)[CH2:23][CH2:24][CH2:25]1)([CH3:5])([CH3:6])[CH3:7].[Cl:33][CH2:34][Cl:35].[F:26][C:27]([F:28])([F:29])[C:30]([OH:31])=[O:32]>>[NH:8]1[CH2:9][C:10]2([C:11](=[O:22])[N:12]([CH3:21])[CH2:13][N:14]2[c:15]2[cH:16][cH:17][cH:18][cH:19][cH:20]2)[CH2:23][CH2:24][CH2:25]1. Starting materials: C(C(=C)CC(=O)O)(=O)O (itaconic acid), C(C1=CC=CC=C1)N (benzylamine). The solvent is O (water). Conditions: temperature 130 celsius, time 30 minute. Yields the product C(C1=CC=CC=C1)N1CC(CC1=O)C(=O)O (1-benzyl-5-oxopyrrolidine-3-carboxylic acid). Reaction SMILES: [C:1]([OH:9])(=[O:8])[C:2]([CH2:4][C:5](O)=[O:6])=[CH2:3].[CH2:10]([NH2:17])[C:11]1[CH:16]=[CH:15][CH:14]=[CH:13][CH:12]=1>O>[CH2:10]([N:17]1[C:5](=[O:6])[CH2:4][CH:2]([C:1]([OH:9])=[O:8])[CH2:3]1)[C:11]1[CH:16]=[CH:15][CH:14]=[CH:13][CH:12]=1. Procedure: A mixture of itaconic acid (130 g, 1.00 mol) and benzylamine (107 g, 1.00 mol) were heated to 130° C. After 30 minutes, the reaction mixture was cooled and diluted with water (200 mL). The resulting slurry was filtered, washed with cold water, dissolved in aqueous sodium hydroxide, and treated with active carbon. The slurry was filtered to remove the carbon, and the aqueous solution was acidified with hydrochloric acid to precipitate solids. The solids were recrystallized from ethanol to afford ... Starting materials: C(C)(C)(C)C1=CC(=NO1)NC(NC=1C=C(OC2=NC=NC3=CC(=C(C=C23)OC)O[C@@H]2CN(CC2)C(=O)OC(C)(C)C)C=CC1)=O ((S)-tert-butyl 3-(4-(3-(3-(5-tert-butylisoxazol-3-yl)ureido)phenoxy)-6-methoxyquinazolin-7-yloxy)pyrrolidine-1-carboxylate), Cl (hydrochloric acid), solution. Run in O1CCOCC1 (1,4-dioxane), ClCCl (dichloromethane). Product: Cl.Cl.C(C)(C)(C)C1=CC(=NO1)NC(=O)NC1=CC(=CC=C1)OC1=NC=NC2=CC(=C(C=C12)OC)O[C@@H]1CNCC1 ((S)-1-(5-tert-butylisoxazol-3-yl)-3-(3-(6-methoxy-7-(pyrrolidin-3-yloxy)quinazolin-4-yloxy)phenyl)urea dihydrochloride). Yield: 67.0%. As a reaction SMILES: [C:1]([C:5]1[O:9][N:8]=[C:7]([NH:10][C:11](=[O:45])[NH:12][C:13]2[CH:14]=[C:15]([CH:42]=[CH:43][CH:44]=2)[O:16][C:17]2[C:26]3[C:21](=[CH:22][C:23]([O:29][C@H:30]4[CH2:34][CH2:33][N:32](C(OC(C)(C)C)=O)[CH2:31]4)=[C:24]([O:27][CH3:28])[CH:25]=3)[N:20]=[CH:19][N:18]=2)[CH:6]=1)([CH3:4])([CH3:3])[CH3:2].[ClH:46]>O1CCOCC1.ClCCl>[ClH:46].[ClH:46].[C:1]([C:5]1[O:9][N:8]=[C:7]([NH:10][C:11]([NH:12][C:13]2[CH:44]=[CH:43][CH:42]=[C:15]([O:16][C:17]3[C:26]4[C:21](=[CH:22][C:23]([O:29][C@H:30]5[CH2:34][CH2:33][NH:32][CH2:31]5)=[C:24]([O:27][CH3:28])[CH:25]=4)[N:20]=[CH:19][N:18]=3)[CH:14]=2)=[O:45])[CH:6]=1)([CH3:4])([CH3:2])[CH3:3] |f:4.5.6|. Procedure details: A solution of (S)-tert-butyl 3-(4-(3-(3-(5-tert-butylisoxazol-3-yl)ureido)phenoxy)-6-methoxyquinazolin-7-yloxy)pyrrolidine-1-carboxylate from the previous step (35 mg, 0.0566 mmol) and hydrochloric acid (0.1 mL of a 4N solution in 1,4-dioxane, 0.40 mmol) in dry dichloromethane (0.01 mL) was stirred at room temperature for 2 h. Concentrated under reduced pressure to afford (S)-1-(5-tert-butylisoxazol-3-yl)-3-(3-(6-methoxy-7-(pyrrolidin-3-yloxy)quinazolin-4-yloxy)phenyl)urea dihydrochloride as a c... The reactants are Cl, O=C(O)C1CCCN1, [Na+], [OH-], O=S(=O)(Cl)c1ccccc1. Yields the product O=C(O)C1CCCN1S(=O)(=O)c1ccccc1. RXN SMILES: [ClH:19].[NH:1]1[CH:2]([C:3](=[O:4])[OH:5])[CH2:6][CH2:7][CH2:8]1.[Na+:21].[OH-:20].[c:9]1([S:15](=[O:16])(=[O:17])[Cl:18])[cH:10][cH:11][cH:12][cH:13][cH:14]1>>[N:1]1([S:15]([c:9]2[cH:10][cH:11][cH:12][cH:13][cH:14]2)(=[O:16])=[O:17])[CH:2]([C:3](=[O:4])[OH:5])[CH2:6][CH2:7][CH2:8]1. Reactants: CC1=C(N)C(=CC(=C1)B1OC(C(O1)(C)C)(C)C)[N+](=O)[O-] (2-Methyl-6-nitro-4-(4,4,5,5-tetramethyl-1,3,2-dioxaborolan-2-yl)aniline). Reagents/catalysts: [Pd] (Palladium on carbon). Run in CO (methanol). Conditions: time 16 hour. Product: CC1=C(C(=CC(=C1)B1OC(C(O1)(C)C)(C)C)N)N (3-Methyl-5-(4,4,5,5-tetramethyl-1,3,2-dioxaborolan-2-yl)benzene-1,2-diamine). The yield is 88.7%. Reaction SMILES: [CH3:1][C:2]1[CH:8]=[C:7]([B:9]2[O:13][C:12]([CH3:15])([CH3:14])[C:11]([CH3:17])([CH3:16])[O:10]2)[CH:6]=[C:5]([N+:18]([O-])=O)[C:3]=1[NH2:4]>CO.[Pd]>[CH3:1][C:2]1[CH:8]=[C:7]([B:9]2[O:13][C:12]([CH3:15])([CH3:14])[C:11]([CH3:17])([CH3:16])[O:10]2)[CH:6]=[C:5]([NH2:18])[C:3]=1[NH2:4]. Reported procedure: A solution of 2-Methyl-6-nitro-4-(4,4,5,5-tetramethyl-1,3,2-dioxaborolan-2-yl)aniline (5.3 g, 19.06 mmol) in methanol (50 mL) was purged with nitrogen gas. Palladium on carbon (10% by wt, 50 mg) was added and the reaction mixture was stirred under a hydrogen balloon for 16 h. The reaction was filtered through Celite and the filter cake was rinsed with methanol. The filtrate was concentrated and the resulting material was purified by silica gel column chromatography (0-100% ethyl acetate in hexan...